This data is from the Open Reaction Database (ORD), a public repository of structured organic reaction records. The task is: describe an organic reaction: reactants, conditions, products, and yield Starting materials: [H-].[Al+3].[Li+].[H-].[H-].[H-] (lithium aluminum hydride), C(C)OC(=O)C1(CCC1)NC(=O)OC(C)(C)C (1-tert-butoxycarbonylamino-cyclobutanecarboxylic acid ethyl ester), O.O.O.O.O.O.O.O.O.O.S(=O)(=O)([O-])[O-].[Na+].[Na+] (sodium sulfate decahydrate). Run in C1CCOC1 (THF). Conditions: temperature 0 celsius, time 1.5 hour. Product: C(C)(C)(C)OC(NC1(CCC1)CO)=O ((1-hydroxymethyl-cyclobutyl)-carbamic acid tert-butyl ester). Reaction SMILES: C([O:3][C:4]([C:6]1([NH:10][C:11]([O:13][C:14]([CH3:17])([CH3:16])[CH3:15])=[O:12])[CH2:9][CH2:8][CH2:7]1)=O)C.[H-].[Al+3].[Li+].[H-].[H-].[H-].O.O.O.O.O.O.O.O.O.O.S([O-])([O-])(=O)=O.[Na+].[Na+]>C1COCC1>[C:14]([O:13][C:11](=[O:12])[NH:10][C:6]1([CH2:4][OH:3])[CH2:9][CH2:8][CH2:7]1)([CH3:17])([CH3:15])[CH3:16] |f:1.2.3.4.5.6,7.8.9.10.11.12.13.14.15.16.17.18.19|. Procedure: In a 15 ml round-bottomed flask, 1-tert-butoxycarbonylamino-cyclobutanecarboxylic acid ethyl ester (180 mg, 0.74 mmol) was dissolved in THF (4 ml). The colorless solution was cooled to 0° C. and lithium aluminum hydride (1.0 M in THF, 0.78 ml, 0.78 mmol) was added dropwise. The reaction mixture was stirred at 0° C. for 1.5 h then sodium sulfate decahydrate was carefully added. When gas evolution has ceased, the ice bath was removed, sodium sulfate was added and the mixture was stirred for 30 min... Starting materials: Aqueous solution, [OH-].[Na+] (sodium hydroxide), CON=C(C(=O)OCC)C=1N=NSC1 (ethyl 2-methoxyimino-2-(1,2,3-thiadiazol-4-yl)acetate). Solvent: CO (methanol). Reaction conditions: time 1.5 hour. The product is CON=C(C(=O)O)C=1N=NSC1 (2-methoxyimino-2-(1,2,3-thiadiazol-4-yl)acetic acid). Yield: 67.1%. Reaction SMILES: [OH-].[Na+].[CH3:3][O:4][N:5]=[C:6]([C:12]1[N:13]=[N:14][S:15][CH:16]=1)[C:7]([O:9]CC)=[O:8]>CO>[CH3:3][O:4][N:5]=[C:6]([C:12]1[N:13]=[N:14][S:15][CH:16]=1)[C:7]([OH:9])=[O:8] |f:0.1|. Reported procedure: 1N Aqueous solution of sodium hydroxide (6.7 ml.) was added to a solution of ethyl 2-methoxyimino-2-(1,2,3-thiadiazol-4-yl)acetate (syn isomer) (1.2 g.) in methanol (10 ml.) and the mixture was stirred for 1.5 hours at ambient temperature. Methanol was distilled off from the reaction mixture and water was added to the residue. The mixture was washed with ether, adjusted to pH 1 with 10% hydrochloric acid and extracted with ethyl acetate. The extract was washed with a saturated aqueous solution o... The solvent is CO (MeOH). Reactants: [N+](=O)([O-])C1=CC=C(C=C1)C1=NN=C(O1)O (5-(4-nitrophenyl)-1,3,4-oxadiazol-2-ol), [H][H] (hydrogen). Reaction SMILES: [N+:1]([C:4]1[CH:9]=[CH:8][C:7]([C:10]2[O:14][C:13]([OH:15])=[N:12][N:11]=2)=[CH:6][CH:5]=1)([O-])=O.[H][H]>CO.[Pd]>[NH2:1][C:4]1[CH:5]=[CH:6][C:7]([C:10]2[O:14][C:13]([OH:15])=[N:12][N:11]=2)=[CH:8][CH:9]=1. The reagents and catalysts are [Pd] (Palladium). Yields the product NC1=CC=C(C=C1)C1=NN=C(O1)O (5-(4-aminophenyl)-1,3,4-oxadiazol-2-ol). Reported procedure: In a flask, is dissolved 5-(4-nitrophenyl)-1,3,4-oxadiazol-2-ol (4.50 g; 21.72 mmol; 1 eq.) in MeOH (150 ml) under inert atmosphere. Palladium 10% on charcoal (2.31 g; 2.17 mmol; 0.10 eq.) is added and the reaction mixture is stirred 5 minutes at rt. The mixture is then put under atmospheric pressure of hydrogen. The reaction is completed after 2 hours. The mixture is filtrated on celite and rinced with MeOH. The solvents are evaporated under vacuo, affording 5-(4-aminophenyl)-1,3,4-oxadiazol-2-... Reaction conditions: time 5 minute. The reactants are C(C)N([C@@H](C(=O)N1[C@@H](CCC1)C(=O)NC1=CC=C(C=C1)CN(CC1=CC=C(C=C1)NC(=O)[C@H]1NCCC1)C1=CC=C(C=C1)F)C1=CC=CC=C1)CC ((S)-1-((R)-2-(diethylamino)-2-phenylacetyl)-N-(4-(((4-fluorophenyl)(4-((S)-pyrrolidine-2-carboxamido)benzyl)amino)methyl)phenyl)pyrrolidine-2-carboxamide), COC(=O)N[C@H](C(=O)O)[C@@H]1COCC1 ((S)-2-(methoxycarbonylamino)-2-((R)-tetrahydrofuran-3-yl)acetic acid). Product: C(C)N([C@@H](C(=O)N1[C@@H](CCC1)C(=O)NC1=CC=C(CN(C2=CC=C(C=C2)F)CC2=CC=C(C=C2)NC(=O)[C@H]2N(CCC2)C([C@H]([C@@H]2COCC2)NC(OC)=O)=O)C=C1)C1=CC=CC=C1)CC (methyl {(1S)-2-{(2S)-2-[(4-{[{-4-[({(2S)-1-[(2R)-2-(diethylamino)-2-phenylacetyl]pyrrolidin-2-yl}carbonyl)amino]benzyl}(4-fluorophenyl)amino]methyl}phenyl)carbamoyl]pyrrolidin-1-yl}-2-oxo-1-[(3R)-tetrahydrofuran-3-yl]ethyl}carbamate). Yield: 61.8%. As a reaction SMILES: [CH2:1]([N:3]([CH2:51][CH3:52])[C@H:4]([C:45]1[CH:50]=[CH:49][CH:48]=[CH:47][CH:46]=1)[C:5]([N:7]1[CH2:11][CH2:10][CH2:9][C@H:8]1[C:12]([NH:14][C:15]1[CH:20]=[CH:19][C:18]([CH2:21][N:22]([C:38]2[CH:43]=[CH:42][C:41]([F:44])=[CH:40][CH:39]=2)[CH2:23][C:24]2[CH:29]=[CH:28][C:27]([NH:30][C:31]([C@@H:33]3[CH2:37][CH2:36][CH2:35][NH:34]3)=[O:32])=[CH:26][CH:25]=2)=[CH:17][CH:16]=1)=[O:13])=[O:6])[CH3:2].[CH3:53][O:54][C:55]([NH:57][C@@H:58]([C@H:62]1[CH2:66][CH2:65][O:64][CH2:63]1)[C:59](O)=[O:60])=[O:56]>>[CH2:51]([N:3]([CH2:1][CH3:2])[C@H:4]([C:45]1[CH:50]=[CH:49][CH:48]=[CH:47][CH:46]=1)[C:5]([N:7]1[CH2:11][CH2:10][CH2:9][C@H:8]1[C:12]([NH:14][C:15]1[CH:16]=[CH:17][C:18]([CH2:21][N:22]([CH2:23][C:24]2[CH:29]=[CH:28][C:27]([NH:30][C:31]([C@@H:33]3[CH2:37][CH2:36][CH2:35][N:34]3[C:59](=[O:60])[C@@H:58]([NH:57][C:55](=[O:56])[O:54][CH3:53])[C@H:62]3[CH2:66][CH2:65][O:64][CH2:63]3)=[O:32])=[CH:26][CH:25]=2)[C:38]2[CH:39]=[CH:40][C:41]([F:44])=[CH:42][CH:43]=2)=[CH:19][CH:20]=1)=[O:13])=[O:6])[CH3:52]. Reported procedure: The product from Example 81A (0.042 g, 0.060 mmol) and (S)-2-(methoxycarbonylamino)-2-((R)-tetrahydrofuran-3-yl)acetic acid (0.013 g, 0.066 mmol) were processed as in Example 81A to give 0.033 g (62%) of the title compound as an off-white solid. MS (AA, ELSD+) m/z 890 (M+H)+. Solvent: C1(=CC=CC=C1)C (toluene). RXN SMILES: [Cl:1][C:2]1[CH:19]=[C:18]([O:20][CH2:21][CH:22]=[C:23]([Cl:25])[Cl:24])[CH:17]=[C:16]([Cl:26])[C:3]=1[O:4][CH2:5][CH2:6][CH2:7][CH2:8][CH2:9][O:10][CH2:11][C:12](=[N:14][OH:15])[CH3:13].S(=O)(=O)(O)O.[CH2:32]=[C:33]([CH3:35])[CH3:34].C(=O)([O-])O.[Na+]>C1(C)C=CC=CC=1>[C:33]([O:15][N:14]=[C:12]([CH2:11][O:10][CH2:9][CH2:8][CH2:7][CH2:6][CH2:5][O:4][C:3]1[C:2]([Cl:1])=[CH:19][C:18]([O:20][CH2:21][CH:22]=[C:23]([Cl:25])[Cl:24])=[CH:17][C:16]=1[Cl:26])[CH3:13])([CH3:35])([CH3:34])[CH3:32] |f:3.4|. Procedure: First, 0.45 g of 5-(2,6-dichloro-4-(3,3-dichloro-2-propenyloxy)phenoxy)pentyloxyacetone oxime, 0.3 ml of concentrated sulfuric acid, and 10 ml of toluene are placed in a reaction vessel, into which isobutene gas is blown with stirring under ice cooling, and the mixture is further stirred at room temperature. After completion of the reaction, the reaction mixture is slowly poured into a saturated aqueous sodium hydrogencarbonate solution, and extracted twice with diethyl ether. The diethyl ether ... The reactants are C(O)([O-])=O.[Na+] (sodium hydrogencarbonate), crude product, ClC1=C(OCCCCCOCC(C)=NO)C(=CC(=C1)OCC=C(Cl)Cl)Cl (5-(2,6-dichloro-4-(3,3-dichloro-2-propenyloxy)phenoxy)pentyloxyacetone oxime), S(O)(O)(=O)=O (sulfuric acid), C=C(C)C (isobutene). Yields the product C(C)(C)(C)ON=C(C)COCCCCCOC1=C(C=C(C=C1Cl)OCC=C(Cl)Cl)Cl (5-(2,6-dichloro-4-(3,3-dichloro-2-propenyloxy)phenoxy)pentyloxyacetone O-tert-butyloxime).